From a dataset of the Open Reaction Database (ORD), a public repository of structured organic reaction records. describe an organic reaction: reactants, conditions, products, and yield Reactants: CC(C)(C)[O-], CC(C)(C)O, CO, OCc1ccnc(Cl)c1, O=C(Nc1cc(C(F)(F)F)cc(C(F)(F)F)c1)N1CCN(c2nccnc2Cl)CC1, [K+]. Yields the product O=C(Nc1cc(C(F)(F)F)cc(C(F)(F)F)c1)N1CCN(c2nccnc2OCc2ccnc(Cl)c2)CC1. As a reaction SMILES: [CH3:31][C:32]([CH3:33])([O-:34])[CH3:35].[CH3:37][C:38]([OH:39])([CH3:40])[CH3:41].[CH3:51][OH:52].[Cl:42][c:43]1[n:44][cH:45][cH:46][c:47]([CH2:49][OH:50])[cH:48]1.[F:1][C:2]([c:3]1[cH:4][c:5]([NH:13][C:14](=[O:15])[N:16]2[CH2:17][CH2:18][N:19]([c:22]3[n:23][cH:24][cH:25][n:26][c:27]3[Cl:28])[CH2:20][CH2:21]2)[cH:6][c:7]([C:9]([F:10])([F:11])[F:12])[cH:8]1)([F:29])[F:30].[K+:36]>>[F:1][C:2]([c:3]1[cH:4][c:5]([NH:13][C:14](=[O:15])[N:16]2[CH2:17][CH2:18][N:19]([c:22]3[n:23][cH:24][cH:25][n:26][c:27]3[O:50][CH2:49][c:47]3[cH:46][cH:45][n:44][c:43]([Cl:42])[cH:48]3)[CH2:20][CH2:21]2)[cH:6][c:7]([C:9]([F:10])([F:11])[F:12])[cH:8]1)([F:29])[F:30]. The reactants are C(C=C)(=O)O (acrylic acid), C([O-])([O-])=O.[Zn+2] (zinc carbonate). Yields the product C(C=C)(=O)[O-].[Zn+2].C(C=C)(=O)[O-] (zinc acrylate). RXN SMILES: [C:1]([OH:5])(=[O:4])[CH:2]=[CH2:3].C(=O)([O-])[O-].[Zn+2:10]>>[C:1]([O-:5])(=[O:4])[CH:2]=[CH2:3].[Zn+2:10].[C:1]([O-:5])(=[O:4])[CH:2]=[CH2:3] |f:1.2,3.4.5|. Procedure: In this experiment, acrylic acid was reacted with zinc carbonate to form zinc acrylate prior to addition of the other components. The reagent systems was prepared to contain 8% acrylic acid, 6.9% zinc carbonate, 0.25% MBA, 8% DMDHEU, 2% polyethylene softener, 0.1% wetting agent, and 0.5% K2S2O8. Samples of fabric that were impregnated with this reagent solution to wet pickups of approximately 110% were placed on pin frames in heat-resistant plastic bags that were flushed with nitrogen and sealed...